This data is from the Open Reaction Database (ORD), a public repository of structured organic reaction records. The task is: describe an organic reaction: reactants, conditions, products, and yield Reactants: OCC([C@H](CC1=CC=CC=C1)NC(OC(C)(C)C)=O)SCC1=CC=C(C=C1)OC ((1S)-[3-hydroxy-2-[[(4-methoxyphenyl)methyl]thio]-1(phenylmethyl)propyl]carbamic acid, 1,1-dimethylethyl ester), C(C)(C)N(CC)C(C)C (diisopropylethylamine), ClCCl (dichloromethane), CS(=O)C (dimethylsulfoxide). Solvent: C(C)(=O)OCC (ethyl acetate). Reaction conditions: time 15 minute. Yields the product C(=O)C([C@H](CC1=CC=CC=C1)NC(OC(C)(C)C)=O)SCC1=CC=C(C=C1)OC ((1S)-[1-[formyl[[(4-methoxyphenyl)methyl]thio]methyl]-2-phenylethyl]carbamic acid, 1,1-dimethylethyl ester). Reaction SMILES: CS(C)=O.[OH:5][CH2:6][CH:7]([S:24][CH2:25][C:26]1[CH:31]=[CH:30][C:29]([O:32][CH3:33])=[CH:28][CH:27]=1)[C@@H:8]([NH:16][C:17](=[O:23])[O:18][C:19]([CH3:22])([CH3:21])[CH3:20])[CH2:9][C:10]1[CH:15]=[CH:14][CH:13]=[CH:12][CH:11]=1.C(N(C(C)C)CC)(C)C.ClCCl>C(OCC)(=O)C>[CH:6]([CH:7]([S:24][CH2:25][C:26]1[CH:31]=[CH:30][C:29]([O:32][CH3:33])=[CH:28][CH:27]=1)[C@@H:8]([NH:16][C:17](=[O:23])[O:18][C:19]([CH3:22])([CH3:21])[CH3:20])[CH2:9][C:10]1[CH:11]=[CH:12][CH:13]=[CH:14][CH:15]=1)=[O:5]. Procedure: A solution of pyridinium-1-sulfonate (789 mg, 3 eq) and anhydrous dimethylsulfoxide (3.0 ml) was stirred at room temperature under argon. After 15 minutes, a solution of (1S)-[3-hydroxy-2-[[(4-methoxyphenyl)methyl]thio]-1(phenylmethyl)propyl]carbamic acid, 1,1-dimethylethyl ester (690 mg, 1.65 mmol), diisopropylethylamine (1.73 ml, 6 eq) and dry dichloromethane (5.0 ml) was added in one portion. After 15 minutes longer, the reaction was diluted with ethyl acetate and washed with water, 1N hydroc... Starting materials: ClC1=C(C=CC=C1)C1=NC2=CC(=CC=C2C=C1CN)F ((2-(2-chlorophenyl)-7-fluoroquinolin-3-yl)methanamine), ClC1=C2NC=NC2=NC=N1 (6-chloropurine), CCN(C(C)C)C(C)C (DIEA). Run in C(CCC)O (n-butanol). The product is ClC1=C(C=CC=C1)C1=NC2=CC(=CC=C2C=C1CNC1=C2N=CNC2=NC=N1)F (N-((2-(2-chlorophenyl)-7-fluoroquinolin-3-yl)methyl)-9H-purin-6-amine). RXN SMILES: [Cl:1][C:2]1[CH:7]=[CH:6][CH:5]=[CH:4][C:3]=1[C:8]1[C:17]([CH2:18][NH2:19])=[CH:16][C:15]2[C:10](=[CH:11][C:12]([F:20])=[CH:13][CH:14]=2)[N:9]=1.Cl[C:22]1[N:30]=[CH:29][N:28]=[C:27]2[C:23]=1[NH:24][CH:25]=[N:26]2.CCN(C(C)C)C(C)C>C(O)CCC>[Cl:1][C:2]1[CH:7]=[CH:6][CH:5]=[CH:4][C:3]=1[C:8]1[C:17]([CH2:18][NH:19][C:22]2[N:30]=[CH:29][N:28]=[C:27]3[C:23]=2[N:24]=[CH:25][NH:26]3)=[CH:16][C:15]2[C:10](=[CH:11][C:12]([F:20])=[CH:13][CH:14]=2)[N:9]=1. Procedure: Prepared according to Procedure H using (2-(2-chlorophenyl)-7-fluoroquinolin-3-yl)methanamine (0.080 g, 0.279 mmol), 6-chloropurine (0.065 g, 0.42 mmol, 1.5 eq) and DIEA (0.56 mmol, 2.0 eq) in n-butanol (3 mL). N-((2-(2-chlorophenyl)-7-fluoroquinolin-3-yl)methyl)-9H-purin-6-amine [PI3Kδ IC50=225 nM] was obtained after purification as a white solid. 1H-NMR (MeOD) δ ppm 8.49 (s, 1H), 8.14 (s, 1H), 8.03-8.10 (m, 2H), 7.66-7.73 (m, 2H), 7.47-7.56 (m, 2H), 7.43-7.44 (m, 1H), 7.33-7.40 (m, 1H), 4.10-4... Reactants: CO, O=C(N1C2CCC1CC(C1c3ccccc3Oc3cc(-c4nnn[nH]4)ccc31)C2)C(F)(F)F, [Na+], [OH-]. The product is c1ccc2c(c1)Oc1cc(-c3nnn[nH]3)ccc1C2C1CC2CCC(C1)N2. As a reaction SMILES: [CH3:36][OH:37].[F:1][C:2]([F:3])([F:4])[C:32]([N:5]1[CH:6]2[CH2:7][CH:8]([CH:13]3[c:14]4[cH:15][cH:16][cH:17][cH:18][c:19]4[O:20][c:21]4[cH:22][c:23](-[c:27]5[n:28][n:29][n:30][nH:31]5)[cH:24][cH:25][c:26]43)[CH2:9][CH:10]1[CH2:11][CH2:12]2)=[O:33].[Na+:35].[OH-:34]>>[NH:5]1[CH:6]2[CH2:7][CH:8]([CH:13]3[c:14]4[cH:15][cH:16][cH:17][cH:18][c:19]4[O:20][c:21]4[cH:22][c:23](-[c:27]5[n:28][n:29][n:30][nH:31]5)[cH:24][cH:25][c:26]43)[CH2:9][CH:10]1[CH2:11][CH2:12]2. Reactants: CC(C)(C)OC(=O)NCCC(O)c1ccc(Cl)cc1, ClCCl, O=C1CCC(=O)N1Br, c1ccc(P(c2ccccc2)c2ccccc2)cc1. Yields the product CC(C)(C)OC(=O)NCCC(Br)c1ccc(Cl)cc1. Reaction SMILES: [Cl:20][c:21]1[cH:22][cH:23][c:24]([CH:27]([CH2:28][CH2:29][NH:30][C:31]([O:32][C:33]([CH3:34])([CH3:35])[CH3:36])=[O:37])[OH:38])[cH:25][cH:26]1.[Cl:47][CH2:48][Cl:49].[O:39]=[C:40]1[N:41]([Br:46])[C:42](=[O:43])[CH2:44][CH2:45]1.[c:1]1([P:2]([c:3]2[cH:4][cH:5][cH:6][cH:7][cH:8]2)[c:9]2[cH:10][cH:11][cH:12][cH:13][cH:14]2)[cH:15][cH:16][cH:17][cH:18][cH:19]1>>[Cl:20][c:21]1[cH:22][cH:23][c:24]([CH:27]([CH2:28][CH2:29][NH:30][C:31]([O:32][C:33]([CH3:34])([CH3:35])[CH3:36])=[O:37])[Br:46])[cH:25][cH:26]1.